Dataset: the Open Reaction Database (ORD), a public repository of structured organic reaction records. Task: describe an organic reaction: reactants, conditions, products, and yield Procedure: 1-Acetyl-2[1-(1-naphthyl)-3-methyl-5-pyrazolyl] amino-2-imidazoline (15.27 g.) was treated with HCl in methanol as described in Example II to give 11.82 g. product, mp 221°-224°. Solvent: CO (methanol). The product is C1(=CC=CC2=CC=CC=C12)N1N=C(C=C1NC=1NCCN1)C (2[1-(1-Naphthyl)-3-methyl-5-pyrazolyl] amino-2-imidazoline). Reaction SMILES: C([N:4]1[CH2:8][CH2:7][N:6]=[C:5]1[NH:9][C:10]1[N:14]([C:15]2[C:24]3[C:19](=[CH:20][CH:21]=[CH:22][CH:23]=3)[CH:18]=[CH:17][CH:16]=2)[N:13]=[C:12]([CH3:25])[CH:11]=1)(=O)C.Cl>CO>[C:15]1([N:14]2[C:10]([NH:9][C:5]3[NH:6][CH2:7][CH2:8][N:4]=3)=[CH:11][C:12]([CH3:25])=[N:13]2)[C:24]2[C:19](=[CH:20][CH:21]=[CH:22][CH:23]=2)[CH:18]=[CH:17][CH:16]=1. The reactants are C(C)(=O)N1C(=NCC1)NC1=CC(=NN1C1=CC=CC2=CC=CC=C12)C (1-Acetyl-2[1-(1-naphthyl)-3-methyl-5-pyrazolyl] amino-2-imidazoline), Cl (HCl).